Dataset: the Open Reaction Database (ORD), a public repository of structured organic reaction records. Task: describe an organic reaction: reactants, conditions, products, and yield The reactants are [H-].[Na+] (Sodium hydride), FC(C=1C=C(C=CC1)NC1=CC(CC1)=O)(F)F (3-(3-(trifluoromethyl)phenylamino)cyclopent-2-enone), CC1OCCC1 (2-methyltetrahydrofuran), BrC1=C(C=CC(=C1)C#N)N(C(OC(C)(C)C)=O)CS(=O)(=O)C1=CC=CC=C1 (tert-butyl (2-bromo-4-cyanophenyl)(phenyl-sulfonyl)methylcarbamate). The solvent is O (Water). Reaction conditions: time 2 hour. The product is BrC1=C(C=CC(=C1)C#N)N(C(OC(C)(C)C)=O)CC1=C(CCC1=O)NC1=CC(=CC=C1)C(F)(F)F (tert-Butyl (2-Bromo-4-cyanophenyl)(5-oxo-2-(3-(trifluoromethyl)phenylamino)cyclopent-1-enyl)methylcarbamate). RXN SMILES: [H-].[Na+].[F:3][C:4]([F:19])([F:18])[C:5]1[CH:6]=[C:7]([NH:11][C:12]2[CH2:16][CH2:15][C:14](=[O:17])[CH:13]=2)[CH:8]=[CH:9][CH:10]=1.CC1CCCO1.[Br:26][C:27]1[CH:32]=[C:31]([C:33]#[N:34])[CH:30]=[CH:29][C:28]=1[N:35]([CH2:43]S(C1C=CC=CC=1)(=O)=O)[C:36](=[O:42])[O:37][C:38]([CH3:41])([CH3:40])[CH3:39]>O>[Br:26][C:27]1[CH:32]=[C:31]([C:33]#[N:34])[CH:30]=[CH:29][C:28]=1[N:35]([CH2:43][C:13]1[C:14](=[O:17])[CH2:15][CH2:16][C:12]=1[NH:11][C:7]1[CH:8]=[CH:9][CH:10]=[C:5]([C:4]([F:18])([F:19])[F:3])[CH:6]=1)[C:36](=[O:42])[O:37][C:38]([CH3:39])([CH3:40])[CH3:41] |f:0.1|. Reported procedure: Sodium hydride (60% in mineral oil, 360 mg, 9.00 mmol) is added in portions to a mixture of 3-(3-(trifluoromethyl)phenylamino)cyclopent-2-enone (2.16 g, 8.96 mmol) and 2-methyltetrahydrofuran (30 mL). After 30 min tert-butyl (2-bromo-4-cyanophenyl)(phenyl-sulfonyl)methylcarbamate (Step 1, 3.35 g, 7.43 mmol) is added and the mixture is stirred at room temperature for 2 h. Water is added and the phases are separated. The aqueous phase is extracted twice with ethyl acetate, and the combined organic... Starting materials: NCC1CCN(C(=O)OCc2ccccc2)CC1O, O=C(O)c1ccc(O)cc1. Product: O=C(NCC1CCN(C(=O)OCc2ccccc2)CC1O)c1ccc(O)cc1. RXN SMILES: [CH2:1]([c:2]1[cH:3][cH:4][cH:5][cH:6][cH:7]1)[O:8][C:9](=[O:10])[N:11]1[CH2:12][CH:13]([OH:19])[CH:14]([CH2:17][NH2:18])[CH2:15][CH2:16]1.[OH:20][C:21](=[O:22])[c:23]1[cH:24][cH:25][c:26]([OH:27])[cH:28][cH:29]1>>[CH2:1]([c:2]1[cH:3][cH:4][cH:5][cH:6][cH:7]1)[O:8][C:9](=[O:10])[N:11]1[CH2:12][CH:13]([OH:19])[CH:14]([CH2:17][NH:18][C:21](=[O:20])[c:23]2[cH:24][cH:25][c:26]([OH:27])[cH:28][cH:29]2)[CH2:15][CH2:16]1.